From a dataset of the Open Reaction Database (ORD), a public repository of structured organic reaction records. describe an organic reaction: reactants, conditions, products, and yield The reactants are solution, C(CCC)[Li] (n-butyllithium), hexanes, CC=1N(C(=CC1)C)C1=NN(C=C1)C (3-(2,5-dimethyl-pyrrol-1-yl)-1-methyl-1H-pyrazole), CC=1N(C(=CC1)C)C1=NN(C=C1)C (3-(2,5-dimethyl-pyrrol-1-yl)-1-methyl-1H-pyrazole), ClC(C(Cl)(Cl)Cl)(Cl)Cl (hexachloroethane). Solvent: O1CCCC1 (tetrahydrofuran), O1CCCC1 (tetrahydrofuran). Reaction conditions: temperature -70 celsius, time 2.6 hour. Product: ethyl acetate hexanes, ClC1=CC(=NN1C)N1C(=CC=C1C)C (5-chloro-3-(2,5-dimethyl-pyrrol-1-yl)-1-methyl-1H-pyrazole). Isolated yield 59.0%. Reaction SMILES: [CH3:1][C:2]1[N:3]([C:8]2[CH:12]=[CH:11][N:10]([CH3:13])[N:9]=2)[C:4]([CH3:7])=[CH:5][CH:6]=1.C([Li])CCC.[Cl:19]C(Cl)(Cl)C(Cl)(Cl)Cl>O1CCCC1>[Cl:19][C:11]1[N:10]([CH3:13])[N:9]=[C:8]([N:3]2[C:2]([CH3:1])=[CH:6][CH:5]=[C:4]2[CH3:7])[CH:12]=1. Procedure: A solution of 3-(2,5-dimethyl-pyrrol-1-yl)-1-methyl-1H-pyrazole (Intermediate 7, 0.51 g, 2.91 mmol) in tetrahydrofuran (25 mL) cooled to −70° C. was treated dropwise with a 2.5M solution of n-butyllithium in hexanes (1.3 mL, 3.25 mmol). The reaction was stirred at −70° C. for 2.6 h. After this time, the reaction was treated dropwise over 2-3 min with a solution of hexachloroethane (0.77 g, 3.2 mmol) in tetrahydrofuran (2.5 mL). The reaction was maintained at −70° C. for 20-25 min. After this tim... The solvent is CS(=O)C (dimethylsulfoxide). Yields the product N(=[N+]=[N-])C[C@@H]1[C@H]([C@@H]([C@@H]2SC3=C(N([C@@H]2O1)CCN(CC)CC)C=C(C=C3)Cl)OC(C)=O)OC(C)=O ((2R, 3R, 4S, 4aS, 10aR)-2-azidomethyl-8-chloro -3, 4-diacetoxy-10-(2-diethylaminoethyl)-2, 3, 4, 4a, 10, 10a-hexahydropyrano [3, 2-b] [1, 4] benzothiazine). Reaction SMILES: [Cl:1][C:2]1[CH:3]=[CH:4][C:5]2[S:10][C@H:9]3[C@@H:11]([O:30][C:31](=[O:33])[CH3:32])[C@@H:12]([O:26][C:27](=[O:29])[CH3:28])[C@@H:13](OS(C4C=CC(C)=CC=4)(=O)=O)[O:14][C@H:8]3[N:7]([CH2:34][CH2:35][N:36]([CH2:39][CH3:40])[CH2:37][CH3:38])[C:6]=2[CH:41]=1.[N-:42]=[N+:43]=[N-:44].[Na+].[CH:46](Cl)(Cl)Cl.CC(C)=O>CS(C)=O>[N:42]([CH2:46][C@H:13]1[O:14][C@@H:8]2[C@@H:9]([S:10][C:5]3[CH:4]=[CH:3][C:2]([Cl:1])=[CH:41][C:6]=3[N:7]2[CH2:34][CH2:35][N:36]([CH2:37][CH3:38])[CH2:39][CH3:40])[C@@H:11]([O:30][C:31](=[O:33])[CH3:32])[C@@H:12]1[O:26][C:27](=[O:29])[CH3:28])=[N+:43]=[N-:44] |f:1.2,3.4|. Procedure: To the solution of 14.0 g of the compound (36) obtained in Example 35 in 140 ml of dimethylsulfoxide, 14.0 g of sodium azide was added, and the mixture was heated with stirring for 45 minutes at 100 ° C. The reaction solution was poured into ice water, the mixture was extracted with ethyl acetate, and the organic layer was washed with saturated aqueous sodium chloride. The solution was dried over anhydrous magnesium sulfate, and the solvent was removed under reduced pressure. The resulting resid... The reactants are ClC=1C=CC2=C(N([C@H]3[C@@H](S2)[C@H]([C@H]([C@H](O3)OS(=O)(=O)C3=CC=C(C=C3)C)OC(C)=O)OC(C)=O)CCN(CC)CC)C1 ((2R, 3R, 4S, 4aS, 10aR)-8-chloro-3, 4-diacetoxy-10-(2-diethylaminoethyl)-2-(4-methylphenylsulfonyloxy) -2, 3, 4, 4a, 10, 10a-hexahydropyrano [3, 2-b] [1, 4] benzothiazine), [N-]=[N+]=[N-].[Na+] (sodium azide), C(Cl)(Cl)Cl.CC(=O)C (chloroform acetone), ice water. Run at temperature 100 celsius, time 45 minute. Yield: 90.2%. Reported procedure: 4.45 ml of N-methylimidazole (56 mmol) were added to a suspension of 5 g of 2-chloro-N-(3,5-dichloro-2-hydroxy-4-methylphenyl)acetamide (18.6 mmol), obtained above in the preceding step, in 5 ml of ethyl acetate, leading to a clear solution. After 3 hours and 30 minutes, the insoluble product which formed was drained and abundantly washed with ethyl acetate. The new precipitate which formed in the filtrates was drained and abundantly washed with ethyl acetate. The white powders thus obtained wer... Reaction SMILES: [CH3:1][N:2]1[CH:6]=[CH:5][N:4]=[CH:3]1.[Cl:7][CH2:8][C:9]([NH:11][C:12]1[CH:17]=[C:16]([Cl:18])[C:15]([CH3:19])=[C:14]([Cl:20])[C:13]=1[OH:21])=[O:10]>C(OCC)(=O)C>[Cl-:7].[Cl:20][C:14]1[C:13]([OH:21])=[C:12]([NH:11][C:9]([CH2:8][N:4]2[CH:5]=[CH:6][N+:2]([CH3:1])=[CH:3]2)=[O:10])[CH:17]=[C:16]([Cl:18])[C:15]=1[CH3:19] |f:3.4|. Yields the product [Cl-].ClC=1C(=C(C=C(C1C)Cl)NC(=O)CN1C=[N+](C=C1)C)O (3-[(3,5-dichloro-2-hydroxy-4-methylphenylcarbamoyl)methyl]-1-methyl-3H-imidazol-1-ium chloride). Reaction conditions: time 3 hour. Reactants: CN1C=NC=C1 (N-methylimidazole), ClCC(=O)NC1=C(C(=C(C(=C1)Cl)C)Cl)O (2-chloro-N-(3,5-dichloro-2-hydroxy-4-methylphenyl)acetamide). The yield is 76.7%. The solvent is C(C)(=O)OCC (ethyl acetate). The reactants are COC1=CC=C(C=C1)S (4-methoxybenzenethiol), BrCC(OC)OC (2-bromo-1,1-dimethoxyethane), CO.C[O-].[Na+] (sodium methoxide methanol). Reaction conditions: time 10 minute. The product is COC(CSC1=CC=C(C=C1)OC)OC (1-(2,2-Dimethoxyethylsulfanyl)-4-methoxy-benzene). The yield is 92.9%. RXN SMILES: [CH3:1][O:2][C:3]1[CH:8]=[CH:7][C:6]([SH:9])=[CH:5][CH:4]=1.Br[CH2:11][CH:12]([O:15][CH3:16])[O:13][CH3:14].CO.C[O-].[Na+]>>[CH3:14][O:13][CH:12]([O:15][CH3:16])[CH2:11][S:9][C:6]1[CH:7]=[CH:8][C:3]([O:2][CH3:1])=[CH:4][CH:5]=1 |f:2.3.4|. Procedure details: Under a nitrogen atmosphere, 4-methoxybenzenethiol (3.07 ml, 25.0 mmol) and 2-bromo-1,1-dimethoxyethane (3.25 ml, 27.5 mmol) were added to a sodium methoxide methanol solution (0.5 M, 80.0 ml, 40.0 mmol) under cooling with ice. The reaction mixture was stirred at the same temperature for 10 minutes, and then heated to reflux for five hours. The reaction mixture was concentrated under reduced pressure and cold water was added. The resulting mixture was extracted with ether, and the organic layer ... Starting materials: ClC1=C(C(=NC2=NC=CC=C12)C=1C=NC=C(C1)F)C (4-chloro-2-(5-fluoropyridin-3-yl)-3-methyl-1,8-naphthyridine), CC1(CNC=2C1=NC=C(C2)N2CCOCC2)C (4-(3,3-dimethyl-2,3-dihydro-1H-pyrrolo[3,2-b]pyridin-6-yl)morpholine), CC(C)([O-])C.[Na+] (sodium tert-butoxide). The reagents and catalysts are CC(C)C1=CC(=C(C(=C1)C(C)C)C2=CC=CC=C2P(C3CCCCC3)C4CCCCC4)C(C)C.C1=CC=C([C-]=C1)CCN.Cl[Pd+] (XPhos precatalyst). The solvent is C1(=CC=CC=C1)C (toluene). The product is CC1(CN(C=2C1=NC=C(C2)N2CCOCC2)C2=C(C(=NC1=NC=CC=C21)C=2C=NC=C(C2)F)C)C (4-(3,3-dimethyl-6-(4-morpholinyl)-2,3-dihydro-1H-pyrrolo[3,2-b]pyridin-1-yl)-2-(5-fluoro-3-pyridinyl)-3-methyl-1,8-naphthyridine). RXN SMILES: Cl[C:2]1[C:11]2[C:6](=[N:7][CH:8]=[CH:9][CH:10]=2)[N:5]=[C:4]([C:12]2[CH:13]=[N:14][CH:15]=[C:16]([F:18])[CH:17]=2)[C:3]=1[CH3:19].[CH3:20][C:21]1([CH3:36])[C:25]2=[N:26][CH:27]=[C:28]([N:30]3[CH2:35][CH2:34][O:33][CH2:32][CH2:31]3)[CH:29]=[C:24]2[NH:23][CH2:22]1.CC(C)([O-])C.[Na+]>CC(C1C=C(C(C)C)C(C2C(P(C3CCCCC3)C3CCCCC3)=CC=CC=2)=C(C(C)C)C=1)C.C1C=[C-]C(CCN)=CC=1.Cl[Pd+].C1(C)C=CC=CC=1>[CH3:20][C:21]1([CH3:36])[C:25]2=[N:26][CH:27]=[C:28]([N:30]3[CH2:35][CH2:34][O:33][CH2:32][CH2:31]3)[CH:29]=[C:24]2[N:23]([C:2]2[C:11]3[C:6](=[N:7][CH:8]=[CH:9][CH:10]=3)[N:5]=[C:4]([C:12]3[CH:13]=[N:14][CH:15]=[C:16]([F:18])[CH:17]=3)[C:3]=2[CH3:19])[CH2:22]1 |f:2.3,4.5.6|. Procedure: Prepared according to procedure Y using 4-chloro-2-(5-fluoropyridin-3-yl)-3-methyl-1,8-naphthyridine (15 mg, 0.055 mmol), 4-(3,3-dimethyl-2,3-dihydro-1H-pyrrolo[3,2-b]pyridin-6-yl)morpholine (12.79 mg, 0.055 mmol), sodium tert-butoxide (10.53 mg, 0.110 mmol) and XPhos precatalyst (4.03 mg, 5.48 μmol) in toluene (4 mL) at 110° C. for 2 h. Purification by reverse phase HPLC gave 4-(3,3-dimethyl-6-(4-morpholinyl)-2,3-dihydro-1H-pyrrolo[3,2-b]pyridin-1-yl)-2-(5-fluoro-3-pyridinyl)-3-methyl-1,8-napht... Reactants: Cl (hydrochloric acid), ClC=1SC(=NN1)C(F)(F)F (2-chloro-5-trifluoromethyl-[1,3,4]thiadiazol), S(N)(=O)(=O)C=1C=C2CC(CC2=CC1)NC(C)=O (N-(5-sulfamoyl-indan-2-yl)-acetamide), C([O-])([O-])=O.[Cs+].[Cs+] (cesium carbonate). The solvent is CN1CCCC1=O (NMP), O (water). Run at temperature 70 celsius, time 3 hour. Product: FC(C1=NN=C(S1)NS(=O)(=O)C=1C=C2CC(CC2=CC1)NC(C)=O)(F)F (N-[5-(5-Trifluoromethyl-[1,3,4]thiadiazol-2-ylsulfamoyl)-indan-2-yl]-acetamide). As a reaction SMILES: Cl[C:2]1[S:3][C:4]([C:7]([F:10])([F:9])[F:8])=[N:5][N:6]=1.[S:11]([C:15]1[CH:16]=[C:17]2[C:21](=[CH:22][CH:23]=1)[CH2:20][CH:19]([NH:24][C:25](=[O:27])[CH3:26])[CH2:18]2)(=[O:14])(=[O:13])[NH2:12].C(=O)([O-])[O-].[Cs+].[Cs+].Cl>O.CN1C(=O)CCC1>[F:8][C:7]([F:10])([F:9])[C:4]1[S:3][C:2]([NH:12][S:11]([C:15]2[CH:16]=[C:17]3[C:21](=[CH:22][CH:23]=2)[CH2:20][CH:19]([NH:24][C:25](=[O:27])[CH3:26])[CH2:18]3)(=[O:13])=[O:14])=[N:6][N:5]=1 |f:2.3.4|. Procedure: The mixture of 300 mg of 2-chloro-5-trifluoromethyl-[1,3,4]thiadiazol, 300 mg of N-(5-sulfamoyl-indan-2-yl)-acetamide, 1.8 g cesium carbonate und 10 ml of NMP was stirred at 70° C. for 3 hours. After cooling to room temperature 50 ml of water were added and with 2N hydrochloric acid a pH=3 was adjusted. The product was extracted twice with 30 ml of ethyl acetate, the organic layer was washed with 20 ml of water, dried over sodium sulfate and evaporated in vacuo. The resulting crude material was ...